This data is from the Open Reaction Database (ORD), a public repository of structured organic reaction records. The task is: describe an organic reaction: reactants, conditions, products, and yield The reactants are CO, Cl, [Na+], [OH-], O, COC(=O)c1ccc(C(C)(O)c2ncc(-c3cc(C)cc(Nc4nccc(C(F)(F)F)n4)c3)s2)nc1. Product: Cc1cc(Nc2nccc(C(F)(F)F)n2)cc(-c2cnc(C(C)(O)c3ccc(C(=O)O)cn3)s2)c1. RXN SMILES: [CH3:40][OH:41].[ClH:39].[Na+:38].[OH-:37].[OH2:42].[OH:1][C:2]([CH3:3])([c:4]1[s:5][c:6](-[c:9]2[cH:10][c:11]([CH3:26])[cH:12][c:13]([NH:15][c:16]3[n:17][cH:18][cH:19][c:20]([C:22]([F:23])([F:24])[F:25])[n:21]3)[cH:14]2)[cH:7][n:8]1)[c:27]1[cH:28][cH:29][c:30]([C:33](=[O:34])[O:35][CH3:36])[cH:31][n:32]1>>[OH:1][C:2]([CH3:3])([c:4]1[s:5][c:6](-[c:9]2[cH:10][c:11]([CH3:26])[cH:12][c:13]([NH:15][c:16]3[n:17][cH:18][cH:19][c:20]([C:22]([F:23])([F:24])[F:25])[n:21]3)[cH:14]2)[cH:7][n:8]1)[c:27]1[cH:28][cH:29][c:30]([C:33](=[O:34])[OH:35])[cH:31][n:32]1. Conditions: temperature 40 celsius, time 15 minute. The product is FC1=C2C=CC=NC2=CC(=C1CN1C(C2=CC=CC=C2C1=O)=O)F (2-(5,7-difluoroquinolin-6-ylmethyl)isoindoline-1,3-dione). Isolated yield 80.8%. Reported procedure: A mixture of (E)-diisopropyl diazene-1,2-dicarboxylate (4.72 g, 23.36 mmol) and triphenylphosphine (6.13 g, 23.36 mmol) in THF (100 mL) was stirred for 15 min, and a solution of (5,7-difluoroquinolin-6-yl)methanol (3.80 g, 19.47 mmol) and isoindoline-1,3-dione (3.15 g, 21.42 mmol) in THF (200 mL) was added dropwise. The reaction mixture was heated at 40° C. for 24 h. After cooling and evaporating, the residue was purified by silica gel with hexane:EtOAc to provide 2-(5,7-difluoroquinolin-6-ylmet... As a reaction SMILES: N(/C(OC(C)C)=O)=N\C(OC(C)C)=O.C1(P(C2C=CC=CC=2)C2C=CC=CC=2)C=CC=CC=1.[F:34][C:35]1[C:44]([CH2:45]O)=[C:43]([F:47])[CH:42]=[C:41]2[C:36]=1[CH:37]=[CH:38][CH:39]=[N:40]2.[C:48]1(=[O:58])[C:56]2[C:51](=[CH:52][CH:53]=[CH:54][CH:55]=2)[C:50](=[O:57])[NH:49]1>C1COCC1>[F:34][C:35]1[C:44]([CH2:45][N:49]2[C:50](=[O:57])[C:51]3[C:56](=[CH:55][CH:54]=[CH:53][CH:52]=3)[C:48]2=[O:58])=[C:43]([F:47])[CH:42]=[C:41]2[C:36]=1[CH:37]=[CH:38][CH:39]=[N:40]2. Run in C1CCOC1 (THF), C1CCOC1 (THF). Starting materials: N(=N\C(=O)OC(C)C)/C(=O)OC(C)C ((E)-diisopropyl diazene-1,2-dicarboxylate), C1(=CC=CC=C1)P(C1=CC=CC=C1)C1=CC=CC=C1 (triphenylphosphine), FC1=C2C=CC=NC2=CC(=C1CO)F ((5,7-difluoroquinolin-6-yl)methanol), C1(NC(C2=CC=CC=C12)=O)=O (isoindoline-1,3-dione). The reactants are ClC1=CC=C(C=C1)C=1C=C2C(=NC1C1=C(C=C(C=C1)Cl)Cl)OC(CC2NC(=O)NN)(C)C (N-[6-(4-Chlorophenyl)-7-(2,4-dichlorophenyl)-2,2-dimethyl-3,4-dihydro-2H-pyrano[2,3-b]pyridin-4-yl]hydrazinecarboxamide), C(C)(=O)O.C(=N)N (formamidine acetate), CC(=O)O (AcOH). The solvent is CCOC(=O)C (EtOAc), CN(C)C=O (DMF). Reaction conditions: time 2 hour. Product: ClC1=CC=C(C=C1)C=1C=C2C(=NC1C1=C(C=C(C=C1)Cl)Cl)OC(CC2N2C(NN=C2)=O)(C)C (4-[6-(4-Chlorophenyl)-7-(2,4-dichlorophenyl)-2,2-dimethyl-3,4-dihydro-2H-pyrano[2,3-b]pyridin-4-yl]2,4-dihydro-3H-1,2,4-triazol-3-one). RXN SMILES: [Cl:1][C:2]1[CH:7]=[CH:6][C:5]([C:8]2[CH:9]=[C:10]3[CH:25]([NH:26][C:27]([NH:29][NH2:30])=[O:28])[CH2:24][C:23]([CH3:32])([CH3:31])[O:22][C:11]3=[N:12][C:13]=2[C:14]2[CH:19]=[CH:18][C:17]([Cl:20])=[CH:16][C:15]=2[Cl:21])=[CH:4][CH:3]=1.[C:33](O)(=O)C.C(N)=N.CC(O)=O>CN(C=O)C.CCOC(C)=O>[Cl:1][C:2]1[CH:7]=[CH:6][C:5]([C:8]2[CH:9]=[C:10]3[CH:25]([N:26]4[CH:33]=[N:30][NH:29][C:27]4=[O:28])[CH2:24][C:23]([CH3:32])([CH3:31])[O:22][C:11]3=[N:12][C:13]=2[C:14]2[CH:19]=[CH:18][C:17]([Cl:20])=[CH:16][C:15]=2[Cl:21])=[CH:4][CH:3]=1 |f:1.2|. Procedure details: A mixture of the product of Step B (0.14 mmol) and formamidine acetate (72 mg, 0.70 mmol) in 5.0 mL of DMF was allowed to stir at rt for 2 h. AcOH (40 μL, 0.70 mmol) was then added. The resulting mixture was stirred at 80° C. for 16 h. After cooling to rt, the reaction mixture was diluted with EtOAc (20 mL) and washed with brine (3×20 mL). The organic phase was separated, dried over MgSO4, and concentrated. Chromatography on a Biotage 40+S cartridges using 1:99 v/v CH3OH/CH2Cl2 as the eluant aff... The yield is 94.9%. Conditions: temperature 0 celsius, time 1 hour. The product is BrC1=C2C=CN(C2=CC=C1)C1=NC(=NC=C1)S(=O)C (4-bromo-1-(2-methylsulfinyl-pyrimidin-4-yl)-1H-indole). Reaction SMILES: [Br:1][C:2]1[CH:10]=[CH:9][CH:8]=[C:7]2[C:3]=1[CH:4]=[CH:5][N:6]2[C:11]1[CH:16]=[CH:15][N:14]=[C:13]([S:17][CH3:18])[N:12]=1.C1C=C(Cl)C=C(C(OO)=[O:27])C=1.CCOC(C)=O.CCCCCC>C(Cl)Cl>[Br:1][C:2]1[CH:10]=[CH:9][CH:8]=[C:7]2[C:3]=1[CH:4]=[CH:5][N:6]2[C:11]1[CH:16]=[CH:15][N:14]=[C:13]([S:17]([CH3:18])=[O:27])[N:12]=1 |f:2.3|. The solvent is C(Cl)Cl (DCM). Reported procedure: To a solution of 4-bromo-1-(2-methylsulfanyl-pyrimidin-4-yl)-1H-indole (5.0 g) in DCM (200 mL) at 0° C. was added MCPBA (4.01 g) in portions, and the mixture stirred at 0° C. for 1 h. The reaction mixture was quenched in 10% Na2SO3 (aq), partitioned between DCM and NaHCO3 (aq), the organic layer washed with NaHCO3 (aq), and dried over Na2SO4. The solvent was stripped to provide a light yellow solid, which was then treated with hot EtOAc/hexane (50:50), filtered, dried to provide 4-bromo-1-(2-met... Reactants: BrC1=C2C=CN(C2=CC=C1)C1=NC(=NC=C1)SC (4-bromo-1-(2-methylsulfanyl-pyrimidin-4-yl)-1H-indole), C1=CC(=CC(=C1)Cl)C(=O)OO (MCPBA), CCOC(=O)C.CCCCCC (EtOAc hexane). Reactants: CC(C)=O, CCOC(=O)Cc1ccc(NCCCCC#Cc2ccc(Cl)cc2)cc1, c1ccc2ncccc2c1. The product is CCOC(=O)Cc1ccc(NCCCCC=Cc2ccc(Cl)cc2)cc1. As a reaction SMILES: [CH3:37][C:38](=[O:39])[CH3:40].[Cl:1][c:2]1[cH:3][cH:4][c:5]([C:8]#[C:9][CH2:10][CH2:11][CH2:12][CH2:13][NH:14][c:15]2[cH:16][cH:17][c:18]([CH2:21][C:22](=[O:23])[O:24][CH2:25][CH3:26])[cH:19][cH:20]2)[cH:6][cH:7]1.[cH:27]1[cH:28][c:29]2[c:30]([n:31][cH:32][cH:33][cH:34]2)[cH:35][cH:36]1>>[Cl:1][c:2]1[cH:3][cH:4][c:5]([CH:8]=[CH:9][CH2:10][CH2:11][CH2:12][CH2:13][NH:14][c:15]2[cH:16][cH:17][c:18]([CH2:21][C:22](=[O:23])[O:24][CH2:25][CH3:26])[cH:19][cH:20]2)[cH:6][cH:7]1.